This data is from the Open Reaction Database (ORD), a public repository of structured organic reaction records. The task is: describe an organic reaction: reactants, conditions, products, and yield The reactants are [OH-].[Na+] (sodium hydroxide), 13.5, BrCC(=O)C1=C(C=C(C=C1)Cl)Cl (2-bromo-1-(2,4-dichlorophenyl)ethanone), COC(OC)OC (trimethoxymethane), CC1=CC=C(C=C1)S(=O)(=O)O (4-methylbenzenesulfonic acid), [Cl-].[Cl-].[Ca+2] (CaCl2). The solvent is O(CC)CC (1,1'-oxybisethane), CO (methanol). The product is 14.5, BrCC(OC)(OC)C1=C(C=C(C=C1)Cl)Cl (1-(2-bromo-1,1-dimethoxyethyl)-2,4-dichlorobenzene). Isolated yield 92.0%. As a reaction SMILES: [Br:1][CH2:2][C:3]([C:5]1[CH:10]=[CH:9][C:8]([Cl:11])=[CH:7][C:6]=1[Cl:12])=[O:4].[CH3:13][O:14]C(OC)OC.[CH3:20]C1C=CC(S(O)(=O)=O)=CC=1.[Cl-].[Cl-].[Ca+2].[OH-].[Na+]>O(CC)CC.CO>[Br:1][CH2:2][C:3]([C:5]1[CH:10]=[CH:9][C:8]([Cl:11])=[CH:7][C:6]=1[Cl:12])([O:14][CH3:13])[O:4][CH3:20] |f:3.4.5,6.7|. Procedure details: A mixture of 13.5 parts of 2-bromo-1-(2,4-dichlorophenyl)ethanone, 5.5 parts of trimethoxymethane, 2 parts of 4-methylbenzenesulfonic acid and 80 parts of methanol is stirred and refluxed overnight (CaCl2 -tube). The reaction mixture is cooled and stirred for 30 minutes with 15 parts of a sodium hydroxide solution 50%. Then there are added 140 parts of 1,1'-oxybisethane and the mixture is washed with 300 parts of water. The organic phase is stirred with silica gel. The latter is filtered off and... Solvent: CN(C)C=O (DMF). The product is C(C=C)C1=C(C=CC=C1)OCC1=CC=CC=C1 (1-allyl-2-(benzyloxy)benzene). RXN SMILES: Br[C:2]1[CH:12]=[CH:11][CH:10]=[CH:9][C:3]=1[CH:4]=[CH:5][C:6](O)=O.[Li+].[Cl-].[Li][O:16][C:17]([CH3:19])=O.Cl>[N+](CCCC)(CCCC)(CCCC)CCCC.[Cl-].CN(C=O)C.CC([O-])=O.CC([O-])=O.[Pd+2]>[CH2:4]([C:3]1[CH:9]=[CH:10][CH:11]=[CH:12][C:2]=1[O:16][CH2:17][C:19]1[CH:11]=[CH:12][CH:2]=[CH:3][CH:4]=1)[CH:5]=[CH2:6] |f:1.2,5.6,8.9.10|. Starting materials: BrC1=C(C=CC(=O)O)C=CC=C1 (2-bromocinnamic acid), Cl (HCl), product, [Li+].[Cl-] (LiCl), [Li]OC(=O)C (LiOAc). Reagents/catalysts: [N+](CCCC)(CCCC)(CCCC)CCCC.[Cl-] (Bu4NCl), CC(=O)[O-].CC(=O)[O-].[Pd+2] (Pd(OAc)2). Reported procedure: A mixture containing 2-bromocinnamic acid (250 mg, 1.10 mmol), the product of step 1 (271 mg, 1.1 equiv.), Pd(OAc)2 (8 mg, 0.03 equiv.), LiCl (47 mg, 1 equiv.), LiOAc (280 mg, 2.5 equiv.) and Bu4NCl (611 mg, 2 equiv.) in DMF (2 ml) was degassed and heated to 100 C. o.n. 0.5 N HCl was then added and the product was extracted in EtOAc, washed with 0.5 N HCl, dried over Na2SO4 and concentrated to dryness. Recrystallization from ether:hexane afforded the title product as a white solid. Yield: 251 mg... The reactants are NC=1SC=C(N1)/C(/C(=O)OCC)=N/OCCBr (ethyl 2-(2-amino-4-thiazolyl)-2-[(Z)-(2-bromoethoxy)imino]-acetate), [I-].[Na+] (sodium iodide). Run in C(C)C(=O)C (methyl ethyl ketone). Yields the product NC=1SC=C(N1)/C(/C(=O)OCC)=N/OCCI (ethyl 2-(2-amino-4-thiazolyl)-2-[(Z)-(2-iodoethoxy)imino]acetate). Isolated yield 90.5%. Reaction SMILES: [NH2:1][C:2]1[S:3][CH:4]=[C:5](/[C:7](=[N:13]/[O:14][CH2:15][CH2:16]Br)/[C:8]([O:10][CH2:11][CH3:12])=[O:9])[N:6]=1.[I-:18].[Na+]>C(C(C)=O)C>[NH2:1][C:2]1[S:3][CH:4]=[C:5](/[C:7](=[N:13]/[O:14][CH2:15][CH2:16][I:18])/[C:8]([O:10][CH2:11][CH3:12])=[O:9])[N:6]=1 |f:1.2|. Procedure: 80.55 g of ethyl 2-(2-amino-4-thiazolyl)-2-[(Z)-(2-bromoethoxy)imino]-acetate and 187.4 g of sodium iodide are boiled under reflux in 1.5 l of methyl ethyl ketone for 1.5 hours. After removal of the solvent by evaporation, the residue is partitioned between 0.6 l of water and 0.2 l of ethyl acetate, the aqueous phase is back-extracted twice with 0.2 l of ethyl acetate each time, the organic extracts are thereupon combined, washed with 0.2 l of aqueous 15% sodium chloride solution, dried and evap... Reactants: C1(CCCC1)NC1=NC(=NC=C1C=O)SC (4-Cyclopentylamino-2-methylsulfanyl-pyrimidine-5-carbaldehyde), C(#N)CC(=O)O (cyanoacetic acid), C(C1=CC=CC=C1)N (benzylamine). Run in C(C)(=O)O (acetic acid). The product is C1(CCCC1)N1C(C=CC2=C1N=C(N=C2)SC)=O (8-cyclopentyl-2-(methylthio)-7-oxo-7,8-dihydropyrido[2,3-d]pyrimidine). RXN SMILES: [CH:1]1([NH:6][C:7]2[C:12]([CH:13]=O)=[CH:11][N:10]=[C:9]([S:15][CH3:16])[N:8]=2)[CH2:5][CH2:4][CH2:3][CH2:2]1.C([CH2:19][C:20](O)=[O:21])#N.C(N)C1C=CC=CC=1>C(O)(=O)C>[CH:1]1([N:6]2[C:7]3[N:8]=[C:9]([S:15][CH3:16])[N:10]=[CH:11][C:12]=3[CH:13]=[CH:19][C:20]2=[O:21])[CH2:5][CH2:4][CH2:3][CH2:2]1. Procedure details: A mixture of 4-cyclopentylamino-2-methylsulfanyl-pyrimidine-5-carbaldehyde (9), (1 g, 4.2 mmol), 1.2 equivalent of cyanoacetic acid, and a catalytic amount of benzylamine was taken into acetic acid and refluxed for about 6 h. After completion of the reaction by TLC, the reaction mixture was cooled to room temperature and product precipitated from the reaction mixture. Additional product was precipitated from the reaction mixture via the addition of hexane. The resultant solid was collected, wash...